From a dataset of the Open Reaction Database (ORD), a public repository of structured organic reaction records. describe an organic reaction: reactants, conditions, products, and yield Reactants: CC1(OC2=C(C1)C=C(C=C2)OC2=CC=C(C=C2)N=C=O)C (4-(2,3-dihydro-2,2-dimethyl-5-benzofuranyloxy)phenyl isocyanate), CNOCC (N-methyl-O-ethylhydroxylamine). Solvent: C1(=CC=CC=C1)C (toluene), C1(=CC=CC=C1)C (toluene). Conditions: time 20 minute. The product is CC1(OC2=C(C1)C=C(C=C2)OC2=CC=C(C=C2)NC(=O)N(C)OCC)C (1-[4-(2,3-dihydro-2,2-dimethyl-5-benzofuranyloxy)phenyl]-3-ethoxy-3-methylurea). The yield is 96.5%. As a reaction SMILES: [CH3:1][C:2]1([CH3:21])[CH2:6][C:5]2[CH:7]=[C:8]([O:11][C:12]3[CH:17]=[CH:16][C:15]([N:18]=[C:19]=[O:20])=[CH:14][CH:13]=3)[CH:9]=[CH:10][C:4]=2[O:3]1.[CH3:22][NH:23][O:24][CH2:25][CH3:26]>C1(C)C=CC=CC=1>[CH3:1][C:2]1([CH3:21])[CH2:6][C:5]2[CH:7]=[C:8]([O:11][C:12]3[CH:17]=[CH:16][C:15]([NH:18][C:19]([N:23]([O:24][CH2:25][CH3:26])[CH3:22])=[O:20])=[CH:14][CH:13]=3)[CH:9]=[CH:10][C:4]=2[O:3]1. Procedure: 1.8 g of 4-(2,3-dihydro-2,2-dimethyl-5-benzofuranyloxy)phenyl isocyanate was dissolved in 20 ml of toluene, and 2.0 g of N-methyl-O-ethylhydroxylamine dissolved in 5 ml of toluene, was dropwise added thereto over a period of 20 minutes at room temperature. The mixture was stirred at room temperature for 2 hours, and then the solvent was distilled off. The residue was purified by silica gel column chromatography by using a solvent mixture of ethyl acetate/n-hexane=1/4 as the developer, to obtain ... The reactants are CC(C)O, Cc1cc(C)c(-n2ccc3c(Cl)nn(C)c(=O)c32)c(C)c1, [H-], [Na+], CN(C)C=O, O. Yields the product Cc1cc(C)c(-n2ccc3c(OC(C)C)nn(C)c(=O)c32)c(C)c1. Reaction SMILES: [CH3:1][CH:2]([CH3:3])[OH:4].[Cl:7][c:8]1[c:9]2[c:10]([c:11](=[O:15])[n:12]([CH3:14])[n:13]1)[n:16](-[c:19]1[c:20]([CH3:27])[cH:21][c:22]([CH3:26])[cH:23][c:24]1[CH3:25])[cH:17][cH:18]2.[H-:5].[Na+:6].[O:28]=[CH:29][N:30]([CH3:31])[CH3:32].[OH2:33]>>[CH3:1][CH:2]([CH3:3])[O:4][c:8]1[c:9]2[c:10]([c:11](=[O:15])[n:12]([CH3:14])[n:13]1)[n:16](-[c:19]1[c:20]([CH3:27])[cH:21][c:22]([CH3:26])[cH:23][c:24]1[CH3:25])[cH:17][cH:18]2. Starting materials: NC1=C2C(=NC=N1)N(N=C2C2=C(C=C(C=C2)OC2=CC=CC=C2)F)CC2N(CC2)C(=O)OC(C)(C)C (tert-butyl 2-[[4-amino-3-(2-fluoro-4-phenoxy-phenyl)pyrazolo[3,4-d]pyrimidin-1-yl]methyl]azetidine-1-carboxylate), C(=O)(C(F)(F)F)O (TFA). Solvent: C(Cl)Cl (DCM). Run at time 10 minute. Product: N1C(CC1)CN1N=C(C=2C1=NC=NC2N)C2=C(C=C(C=C2)OC2=CC=CC=C2)F (1-(azetidin-2-ylmethyl)-3-(2-fluoro-4-phenoxy-phenyl)pyrazolo[3,4-d]pyrimidin-4-amine). Yield: 70.7%. RXN SMILES: [NH2:1][C:2]1[N:7]=[CH:6][N:5]=[C:4]2[N:8]([CH2:25][CH:26]3[CH2:29][CH2:28][N:27]3C(OC(C)(C)C)=O)[N:9]=[C:10]([C:11]3[CH:16]=[CH:15][C:14]([O:17][C:18]4[CH:23]=[CH:22][CH:21]=[CH:20][CH:19]=4)=[CH:13][C:12]=3[F:24])[C:3]=12.C(O)(C(F)(F)F)=O>C(Cl)Cl>[NH:27]1[CH2:28][CH2:29][CH:26]1[CH2:25][N:8]1[C:4]2=[N:5][CH:6]=[N:7][C:2]([NH2:1])=[C:3]2[C:10]([C:11]2[CH:16]=[CH:15][C:14]([O:17][C:18]3[CH:19]=[CH:20][CH:21]=[CH:22][CH:23]=3)=[CH:13][C:12]=2[F:24])=[N:9]1. Reported procedure: To the crude tert-butyl 2-[[4-amino-3-(2-fluoro-4-phenoxy-phenyl)pyrazolo[3,4-d]pyrimidin-1-yl]methyl]azetidine-1-carboxylate (800 mg, 1.63 mmol) dissolved in DCM (4 mL) in ice bath, was dropwise added TFA (2 mL) slowly, stirring for 10 min at which point nostarting material remained by TLC analysis. The solvent was removed and EtOAc added, which was washed with 2M HCl. The combined aq. solution was adjusted with NaOH to pH around 10, and the aq. layer extracted with EtOAc. The combined organic ... Reactants: OCCCBr, COc1ccc2cc3c(ccc4c5ccccc5cnc34)cc2c1OCc1ccccc1, C[Si](C)(C)[SiH]([Si](C)(C)C)[Si](C)(C)C, CC#N, CC(C)(C#N)N=NC(C)(C)C#N, [Na+], O=C(O)C(F)(F)F, O=C([O-])O. Product: COc1ccc2cc3c(ccc4c5ccccc5cnc34)c(CCCO)c2c1OCc1ccccc1. As a reaction SMILES: [Br:40][CH2:41][CH2:42][CH2:43][OH:44].[CH2:1]([c:2]1[cH:3][cH:4][cH:5][cH:6][cH:7]1)[O:8][c:9]1[c:10]([O:31][CH3:32])[cH:11][cH:12][c:13]2[cH:14][c:15]3[c:16]([cH:17][cH:18][c:19]4[c:20]5[cH:21][cH:22][cH:23][cH:24][c:25]5[cH:26][n:27][c:28]34)[cH:29][c:30]12.[CH3:45][Si:46]([SiH:47]([Si:48]([CH3:49])([CH3:50])[CH3:51])[Si:52]([CH3:53])([CH3:54])[CH3:55])([CH3:56])[CH3:57].[CH3:75][C:76]#[N:77].[N:58]([C:59]([CH3:60])([CH3:61])[C:62]#[N:63])=[N:64][C:65]([CH3:66])([CH3:67])[C:68]#[N:69].[Na+:70].[OH:33][C:34]([C:35]([F:36])([F:37])[F:38])=[O:39].[OH:71][C:72](=[O:73])[O-:74]>>[CH2:1]([c:2]1[cH:3][cH:4][cH:5][cH:6][cH:7]1)[O:8][c:9]1[c:10]([O:31][CH3:32])[cH:11][cH:12][c:13]2[cH:14][c:15]3[c:16]([cH:17][cH:18][c:19]4[c:20]5[cH:21][cH:22][cH:23][cH:24][c:25]5[cH:26][n:27][c:28]34)[c:29]([CH2:41][CH2:42][CH2:43][OH:44])[c:30]12. Reactants: ClCCCCBr, CN(C)C=O, O=C(Nc1cccnc1)c1ccc(F)cc1, [H-], [Na+], O. Yields the product O=C(c1ccc(F)cc1)N(CCCCCl)c1cccnc1. As a reaction SMILES: [Br:24][CH2:25][CH2:26][CH2:27][CH2:28][Cl:29].[CH3:17][N:18]([CH3:19])[CH:20]=[O:21].[F:1][c:2]1[cH:3][cH:4][c:5]([C:6](=[O:7])[NH:8][c:9]2[cH:10][n:11][cH:12][cH:13][cH:14]2)[cH:15][cH:16]1.[H-:22].[Na+:23].[OH2:30]>>[F:1][c:2]1[cH:3][cH:4][c:5]([C:6](=[O:7])[N:8]([c:9]2[cH:10][n:11][cH:12][cH:13][cH:14]2)[CH2:25][CH2:26][CH2:27][CH2:28][Cl:29])[cH:15][cH:16]1. The product is OC1=CC2=C(N(C(CO2)=O)CCC2=CC(=C(C=C2)OC)OC)C=C1 (3,4-Dihydro-7-hydroxy-4-[2-(3,4-dimethoxyphenyl)ethyl]-1,4-benzoxazine-3-one). Reported procedure: A solution of the amide (0.50 mmol) was added to a mixture of sodium hydride (2.3 mmol) and dimethyl formamide (2.0 ml). After stirring for 30 min a solution of 1-bromo-2-(3,4-dimethoxyphenyl)ethane (0.50 mmol) in dimethyl formamide (1.0 ml) was added at 0° C. After 2 h an aqueous workup with ethyl acetate was performed. The organic layers were dried with magnesium sulfate and concentrated. Purification by flash chromatography provided the title compound. Reactants: C(C)(=O)OCC (ethyl acetate), amide, [H-].[Na+] (sodium hydride), CN(C=O)C (dimethyl formamide), BrCCC1=CC(=C(C=C1)OC)OC (1-bromo-2-(3,4-dimethoxyphenyl)ethane), CN(C=O)C (dimethyl formamide). RXN SMILES: [H-].[Na+].Br[CH2:4][CH2:5][C:6]1[CH:11]=[CH:10][C:9]([O:12][CH3:13])=[C:8]([O:14][CH3:15])[CH:7]=1.[C:16]([O:19][CH2:20][CH3:21])(=O)C.[CH3:22][N:23](C)[CH:24]=[O:25]>>[OH:12][C:9]1[CH:8]=[CH:7][C:22]2[N:23]([CH2:4][CH2:5][C:6]3[CH:11]=[CH:10][C:9]([O:12][CH3:13])=[C:8]([O:14][CH3:15])[CH:7]=3)[C:24](=[O:25])[CH2:16][O:19][C:20]=2[CH:21]=1 |f:0.1|. Starting materials: CN1C(N(C2=C(C1=O)C(=C(S2)C)C(=O)OC)C(C)C)=O (Methyl 1,2,3,4-tetrahydro-3,6-dimethyl-1-(1-methylethyl)-2,4-dioxo-thieno[2,3-d]pyrimidine-5-carboxylate), CO (methanol), [OH-].[Na+] (NaOH), Cl (HCl). The solvent is C1CCOC1 (THF). Conditions: time 18 hour. The product is CN1C(N(C2=C(C1=O)C(=C(S2)C)C(=O)O)C(C)C)=O (1,2,3,4-Tetrahydro-3,6-dimethyl-1-(1-methylethyl)-2,4-dioxo-thieno[2,3-d]pyrimidine-5-carboxylic acid). Reaction SMILES: [CH3:1][N:2]1[C:7](=[O:8])[C:6]2[C:9]([C:13]([O:15]C)=[O:14])=[C:10]([CH3:12])[S:11][C:5]=2[N:4]([CH:17]([CH3:19])[CH3:18])[C:3]1=[O:20].CO.[OH-].[Na+].Cl>C1COCC1>[CH3:1][N:2]1[C:7](=[O:8])[C:6]2[C:9]([C:13]([OH:15])=[O:14])=[C:10]([CH3:12])[S:11][C:5]=2[N:4]([CH:17]([CH3:18])[CH3:19])[C:3]1=[O:20] |f:2.3|. Reported procedure: To a solution of the product of step b) (3.81 g) in THF (50 ml) and methanol (5 ml) was added 1N NaOH (25.7 ml) and the mixture stirred under nitrogen for 18 hr. It was acidified with 2.5N HCl and extracted with DCM, the organic extracts washed with water, dried over anhydrous magnesium sulfate, filtered and evaporated under reduced pressure to give the sub-title compound as a solid (3.40 g) Reactants: C(C)(=O)OC1=C(C2=CC=C(C=C2C=C1)CCCCCCCCCCCC)C(=O)N (2-acetoxy-6-n-dodecyl aminocarbonylnaphthalene), [OH-].[Na+] (sodium hydroxide), Cl (hydrochloric acid). The solvent is CO.O (methanol water). Reaction conditions: time 30 minute. The product is OC1=C(C2=CC=C(C=C2C=C1)CCCCCCCCCCCC)C(=O)N (2-hydroxy-6-n-dodecyl aminocarbonylnaphthalene). The yield is 95.1%. RXN SMILES: C([O:4][C:5]1[CH:14]=[CH:13][C:12]2[C:7](=[CH:8][CH:9]=[C:10]([CH2:15][CH2:16][CH2:17][CH2:18][CH2:19][CH2:20][CH2:21][CH2:22][CH2:23][CH2:24][CH2:25][CH3:26])[CH:11]=2)[C:6]=1[C:27]([NH2:29])=[O:28])(=O)C.[OH-].[Na+].Cl>CO.O>[OH:4][C:5]1[CH:14]=[CH:13][C:12]2[C:7](=[CH:8][CH:9]=[C:10]([CH2:15][CH2:16][CH2:17][CH2:18][CH2:19][CH2:20][CH2:21][CH2:22][CH2:23][CH2:24][CH2:25][CH3:26])[CH:11]=2)[C:6]=1[C:27]([NH2:29])=[O:28] |f:1.2,4.5|. Procedure: 8.0 g of 2-acetoxy-6-n-dodecyl aminocarbonylnaphthalene obtained in Example 1 was suspended in 64 g of 50% methanol-water. To the suspension, 3.4 g of 48% sodium hydroxide aqueous solution was added and allowed to react at 60° C. for 1 hour. The reaction liquid was neutralized with 5% hydrochloric acid and stirred for 30 minutes and then precipitation was filtrated, washed thoroughly with methanol and water, dried to give 6.8 g of 2-hydroxy-6-n-dodecyl aminocarbonylnaphthalene (decomposition poi...